This data is from the Open Reaction Database (ORD), a public repository of structured organic reaction records. The task is: describe an organic reaction: reactants, conditions, products, and yield Starting materials: COCCOC, CO, CCOC(C)=O, OB(O)c1cc(F)ncc1Cl, Clc1cncc(NCC2CCOCC2)n1, [Na+], [Na+], O=C([O-])[O-]. The product is Fc1cc(-c2cncc(NCC3CCOCC3)n2)c(Cl)cn1. RXN SMILES: [CH3:27][O:28][CH2:29][CH2:30][O:31][CH3:32].[CH3:39][OH:40].[CH3:41][CH2:42][O:43][C:44](=[O:45])[CH3:46].[Cl:16][c:17]1[c:18]([B:24]([OH:25])[OH:26])[cH:19][c:20]([F:23])[n:21][cH:22]1.[Cl:1][c:2]1[cH:3][n:4][cH:5][c:6]([NH:8][CH2:9][CH:10]2[CH2:11][CH2:12][O:13][CH2:14][CH2:15]2)[n:7]1.[Na+:33].[Na+:34].[O-:35][C:36](=[O:37])[O-:38]>>[c:2]1(-[c:18]2[c:17]([Cl:16])[cH:22][n:21][c:20]([F:23])[cH:19]2)[cH:3][n:4][cH:5][c:6]([NH:8][CH2:9][CH:10]2[CH2:11][CH2:12][O:13][CH2:14][CH2:15]2)[n:7]1. Starting materials: O=C([O-])[O-], CC(C)(C)OC(=O)N1CC(OS(C)(=O)=O)C1, CCOC(C)=O, [Cs+], [Cs+], CN(C)C=O, COC(=O)c1ccc(S)cc1. The product is COC(=O)c1ccc(SC2CN(C(=O)OC(C)(C)C)C2)cc1. Reaction SMILES: [C:28](=[O:29])([O-:30])[O-:31].[CH3:12][S:13]([O:14][CH:17]1[CH2:18][N:19]([C:21](=[O:22])[O:23][C:24]([CH3:25])([CH3:26])[CH3:27])[CH2:20]1)(=[O:15])=[O:16].[CH3:34][CH2:35][O:36][C:37]([CH3:38])=[O:39].[Cs+:32].[Cs+:33].[O:40]=[CH:41][N:42]([CH3:43])[CH3:44].[SH:1][c:2]1[cH:3][cH:4][c:5]([C:6](=[O:7])[O:8][CH3:9])[cH:10][cH:11]1>>[S:1]([c:2]1[cH:3][cH:4][c:5]([C:6](=[O:7])[O:8][CH3:9])[cH:10][cH:11]1)[CH:17]1[CH2:18][N:19]([C:21](=[O:22])[O:23][C:24]([CH3:25])([CH3:26])[CH3:27])[CH2:20]1. The reactants are CN(C1=CC=C(C2=CC=CC=C12)C(=O)C1=NC=C(C2=CC(=C(C=C12)OC)OC)C#N)C (1-(4-dimethylamino-naphthalene-1-carbonyl)-6,7-dimethoxy-isoquinoline-4-carbonitrile), CO (methanol), Cl (HCl), [OH-].[Na+] (sodium hydroxide). Conditions: temperature 90 celsius, time 12 hour. Product: desired product, CN(C1=CC=C(C2=CC=CC=C12)C(=O)C1=NC=C(C2=CC(=C(C=C12)OC)OC)C(=O)O)C (1-(4-dimethylamino-naphthalene-1-carbonyl)-6,7-dimethoxy-isoquinoline-4-carboxylic acid). Reaction SMILES: [CH3:1][N:2]([CH3:31])[C:3]1[C:12]2[C:7](=[CH:8][CH:9]=[CH:10][CH:11]=2)[C:6]([C:13]([C:15]2[C:24]3[C:19](=[CH:20][C:21]([O:27][CH3:28])=[C:22]([O:25][CH3:26])[CH:23]=3)[C:18]([C:29]#N)=[CH:17][N:16]=2)=[O:14])=[CH:5][CH:4]=1.[OH-:32].[Na+].Cl.C[OH:36]>>[CH3:1][N:2]([CH3:31])[C:3]1[C:12]2[C:7](=[CH:8][CH:9]=[CH:10][CH:11]=2)[C:6]([C:13]([C:15]2[C:24]3[C:19](=[CH:20][C:21]([O:27][CH3:28])=[C:22]([O:25][CH3:26])[CH:23]=3)[C:18]([C:29]([OH:36])=[O:32])=[CH:17][N:16]=2)=[O:14])=[CH:5][CH:4]=1 |f:1.2|. Procedure: To the suspension of 1-(4-dimethylamino-naphthalene-1-carbonyl)-6,7-dimethoxy-isoquinoline-4-carbonitrile (31 mg, 0.082 mmol) in methanol (2 mL) was added 25% of aqueous sodium hydroxide solution (0.27 mL, 1.68 mmol). The mixture was stirred at 90° C. for 12 h. After cooling to room temperature, the reaction was adjusted to pH=2 with 2 N HCl solution. The product was extracted with chloroform (2×200 mL). The combined organic layers were washed with water (3×50 mL), dried over sodium sulfate, fil... The reactants are COC(=O)C=1N(C=NC1)C1C(CC(C2=CC=CC=C12)=O)(C)C (3-(2,2-dimethyl-4-oxo-1,2,3,4-tetrahydro-naphthalen-1-yl)-3H-imidazole-4-carboxylic acid methyl ester), solution, solution, C[Al](C)C (trimethyl aluminum), C[Zn]C (dimethyl zinc), CCCCCCC (heptane). The solvent is C1(=CC=CC=C1)C (toluene), C1(=CC=CC=C1)C (toluene). Run at time 48 hour. Product: COC(=O)C=1N(C=NC1)C1C(CC(C2=CC=CC=C12)(C)O)(C)C (3-(4-hydroxy-2,2,4-trimethyl-1,2,3,4-tetrahydro-naphthalen-1-yl)-3H-imidazole-4-carboxylic acid methyl ester). RXN SMILES: [CH3:1][O:2][C:3]([C:5]1[N:6]([CH:10]2[C:19]3[C:14](=[CH:15][CH:16]=[CH:17][CH:18]=3)[C:13](=[O:20])[CH2:12][C:11]2([CH3:22])[CH3:21])[CH:7]=[N:8][CH:9]=1)=[O:4].[CH3:23][Al](C)C.C[Zn]C.CCCCCCC>C1(C)C=CC=CC=1>[CH3:1][O:2][C:3]([C:5]1[N:6]([CH:10]2[C:19]3[C:14](=[CH:15][CH:16]=[CH:17][CH:18]=3)[C:13]([OH:20])([CH3:23])[CH2:12][C:11]2([CH3:22])[CH3:21])[CH:7]=[N:8][CH:9]=1)=[O:4]. Procedure details: To a solution of 3-(2,2-dimethyl-4-oxo-1,2,3,4-tetrahydro-naphthalen-1-yl)-3H-imidazole-4-carboxylic acid methyl ester, which can be prepared as described in Example 13, (985 mg, 3.31 mmol) in toluene (35 mL) at −78° C. is added a 2.0 M solution of trimethyl aluminum in toluene (3.3 mL, 6.6 mmol) followed by a 1.0 M solution of dimethyl zinc in heptane (6.6 mL, 6.6 mmol). The reaction is allowed to warm to room temperature and stirred for approximately 48 hours. The reaction is then quenched wit...